Dataset: the Open Reaction Database (ORD), a public repository of structured organic reaction records. Task: describe an organic reaction: reactants, conditions, products, and yield Starting materials: CCOC(=O)C1OC1C(=O)NC(COCC(C)C)CC(C)C, CCO, [Na+], [OH-]. Yields the product CC(C)COCC(CC(C)C)NC(=O)C1OC1C(=O)O. Reaction SMILES: [CH2:1]([CH:2]([CH3:3])[CH3:4])[O:5][CH2:6][CH:7]([CH2:8][CH:9]([CH3:10])[CH3:11])[NH:12][C:13](=[O:14])[CH:15]1[CH:16]([C:18](=[O:19])[O:20][CH2:21][CH3:22])[O:17]1.[CH3:25][CH2:26][OH:27].[Na+:24].[OH-:23]>>[CH2:1]([CH:2]([CH3:3])[CH3:4])[O:5][CH2:6][CH:7]([CH2:8][CH:9]([CH3:10])[CH3:11])[NH:12][C:13](=[O:14])[CH:15]1[CH:16]([C:18](=[O:19])[OH:20])[O:17]1. Reactants: C1(=CC=CC=C1)N1CC2(CCNCC2)C2=CC=CC=C12 (1-phenylspiro[indoline-3,4'-piperidine]), C(CC)(=O)Cl (propionyl chloride), C([O-])(O)=O.[Na+] (sodium bicarbonate). Run in C(Cl)(Cl)Cl (chloroform). Product: C1(=CC=CC=C1)N1CC2(CCN(CC2)C(CC)=O)C2=CC=CC=C12 (1-phenyl-1'-propionylspiro[indoline-3,4'-piperidine]). As a reaction SMILES: [C:1]1([N:7]2[C:20]3[C:15](=[CH:16][CH:17]=[CH:18][CH:19]=3)[C:9]3([CH2:14][CH2:13][NH:12][CH2:11][CH2:10]3)[CH2:8]2)[CH:6]=[CH:5][CH:4]=[CH:3][CH:2]=1.[C:21](Cl)(=[O:24])[CH2:22][CH3:23].C(=O)(O)[O-].[Na+]>C(Cl)(Cl)Cl>[C:1]1([N:7]2[C:20]3[C:15](=[CH:16][CH:17]=[CH:18][CH:19]=3)[C:9]3([CH2:10][CH2:11][N:12]([C:21](=[O:24])[CH2:22][CH3:23])[CH2:13][CH2:14]3)[CH2:8]2)[CH:2]=[CH:3][CH:4]=[CH:5][CH:6]=1 |f:2.3|. Procedure: A mixture of 1-phenylspiro[indoline-3,4'-piperidine] (Example 11), propionyl chloride and sodium bicarbonate in chloroform is stirred at reflux. The mixture is permitted to cool, filtered, and the filtrate concentrated, leaving 1-phenyl-1'-propionylspiro[indoline-3,4'-piperidine]. In a similar fashion, 1-phenylspiro[indoline-3,4'-piperidine] is treated with benzoylchloride to provide 1'-benzoyl-1-phenylspiro[indoline-3,4'-piperidine]. The reactants are CS(C)=O, CCN(C(C)C)C(C)C, ClCCl, NCC1CCN(c2nccc(C=C3NC(=O)NC3=O)n2)CC1, O=Cc1cccc(-c2ccsc2)n1. Product: O=C1NC(=O)C(=Cc2ccnc(N3CCC(CNCc4cccc(-c5ccsc5)n4)CC3)n2)N1. RXN SMILES: [CH3:45][S:46]([CH3:47])=[O:48].[CH:36]([N:37]([CH:38]([CH3:39])[CH3:40])[CH2:41][CH3:42])([CH3:43])[CH3:44].[Cl:49][CH2:50][Cl:51].[NH2:1][CH2:2][CH:3]1[CH2:4][CH2:5][N:6]([c:9]2[n:10][cH:11][cH:12][c:13]([CH:15]=[C:16]3[C:17](=[O:22])[NH:18][C:19](=[O:21])[NH:20]3)[n:14]2)[CH2:7][CH2:8]1.[s:23]1[cH:24][c:25](-[c:28]2[cH:29][cH:30][cH:31][c:32]([CH:34]=[O:35])[n:33]2)[cH:26][cH:27]1>>[NH:1]([CH2:2][CH:3]1[CH2:4][CH2:5][N:6]([c:9]2[n:10][cH:11][cH:12][c:13]([CH:15]=[C:16]3[C:17](=[O:22])[NH:18][C:19](=[O:21])[NH:20]3)[n:14]2)[CH2:7][CH2:8]1)[CH2:34][c:32]1[cH:31][cH:30][cH:29][c:28](-[c:25]2[cH:24][s:23][cH:27][cH:26]2)[n:33]1. Reaction conditions: time 3 day. Reported procedure: To a mixture of 5,6-diamino-3-propyl-1,3-dihydropyrimidine-2,4-dione (2.3 g, 126 mmol) and 1-{[3-(trifluoromethyl)phenyl]methyl}pyrazole-4-carboxylic acid (3.79 g, 14 mmol) in methanol (50 ml) was added 1-(3-dimethylaminopropyl)-3-ethylcarbodiimide hydrochloride (2.67 g, 14 mmol), and the reaction mixture was stirred for 3 days at room temperature (although less time is acceptable). The precipitate was filtered off, and was washed sequentially with water, and methanol. The product was dried unde... Product: NC1=C(C(N(CN1)CC(C)=O)=O)NC(=O)C=1C=NN(C1)CC1=CC(=CC=C1)C(F)(F)F (N-(6-amino-2,4-dioxo-3-propyl(1,3-dihydropyrimidin-5-yl))(1-{[3-(trifluoromethyl)phenyl]methyl}pyrazol-4-yl)carboxamide). Reactants: NC=1C(N(C(NC1N)=O)CCC)=O (5,6-diamino-3-propyl-1,3-dihydropyrimidine-2,4-dione), FC(C=1C=C(C=CC1)CN1N=CC(=C1)C(=O)O)(F)F (1-{[3-(trifluoromethyl)phenyl]methyl}pyrazole-4-carboxylic acid), CO (methanol), Cl.CN(CCCN=C=NCC)C (1-(3-dimethylaminopropyl)-3-ethylcarbodiimide hydrochloride). Reaction SMILES: [NH2:1][C:2]1[C:3](=[O:13])[N:4]([CH2:10][CH2:11][CH3:12])[C:5](=O)[NH:6][C:7]=1[NH2:8].[F:14][C:15]([F:32])([F:31])[C:16]1[CH:17]=[C:18]([CH2:22][N:23]2[CH:27]=[C:26]([C:28](O)=[O:29])[CH:25]=[N:24]2)[CH:19]=[CH:20][CH:21]=1.Cl.CN(C)CCCN=C=NCC.C[OH:46]>>[NH2:8][C:7]1[NH:6][CH2:5][N:4]([CH2:10][C:11](=[O:46])[CH3:12])[C:3](=[O:13])[C:2]=1[NH:1][C:28]([C:26]1[CH:25]=[N:24][N:23]([CH2:22][C:18]2[CH:19]=[CH:20][CH:21]=[C:16]([C:15]([F:14])([F:32])[F:31])[CH:17]=2)[CH:27]=1)=[O:29] |f:2.3|. The reactants are CC1=NC=2N(C=C1)C=C(N2)C[C@H]2N(CCCC2)C(=O)OC(C)(C)C (1,1-dimethylethyl (2S)-2-[(7-methylimidazo[1,2-a]pyrimidin-2-yl)methyl]-1-piperidinecarboxylate), C1CC(=O)N(C1=O)Cl (NCS). Run in C(Cl)Cl (DCM). Run at time 1.5 hour. Yields the product ClC1=C(N=C2N1C=CC(=N2)C)C[C@H]2N(CCCC2)C(=O)OC(C)(C)C (1,1-dimethylethyl (2S)-2-[(3-chloro-7-methylimidazo[1,2-a]pyrimidin-2-yl)methyl]-1-piperidinecarboxylate). Yield: 43.4%. RXN SMILES: [CH3:1][C:2]1[CH:7]=[CH:6][N:5]2[CH:8]=[C:9]([CH2:11][C@@H:12]3[CH2:17][CH2:16][CH2:15][CH2:14][N:13]3[C:18]([O:20][C:21]([CH3:24])([CH3:23])[CH3:22])=[O:19])[N:10]=[C:4]2[N:3]=1.C1C(=O)N([Cl:32])C(=O)C1>C(Cl)Cl>[Cl:32][C:8]1[N:5]2[CH:6]=[CH:7][C:2]([CH3:1])=[N:3][C:4]2=[N:10][C:9]=1[CH2:11][C@@H:12]1[CH2:17][CH2:16][CH2:15][CH2:14][N:13]1[C:18]([O:20][C:21]([CH3:24])([CH3:23])[CH3:22])=[O:19]. Procedure: To a solution of 1,1-dimethylethyl (2S)-2-[(7-methylimidazo[1,2-a]pyrimidin-2-yl)methyl]-1-piperidinecarboxylate (0.350 g, 0.53 mmol) in DCM (5 ml) was added NCS (0.071 g, 0.53 mmol) and the reaction mixture was stirred for 1.5 h at rt. The solvent was evaporated and the residue purified by cromatography on silica gel (Biotage, NH phase 25+M, Cy/EtOAc from 100/0 to 50/50). Collected fractions gave the title compound (0.085 g, 0.23 mmol, 44% yield) as a colourless solid. UPLC: rt=0.70, peak obser... Procedure details: The title compound is prepared as in EXAMPLE 126, Part A using 4,5-dichlorothiophene-2-sulfonic acid [1-(5-cyanothiophen-3-ylmethyl)-2-oxopyrrolidin-3-(S)-yl]amide in place of 7-methoxynaphthalene-2-sulfonic acid [1-(5-cyanothiophen-3-ylmethyl)-2-oxopyrrolidin-3-(S)-yl]amide and benzyl bromide in place of MeI to give the title compound as a white foam. As a reaction SMILES: [C:1]([C:3]1[S:7][CH:6]=[C:5]([CH2:8][N:9]2[CH2:13][CH2:12][C@H:11]([NH:14][S:15]([C:18]3[S:19][C:20]([Cl:24])=[C:21]([Cl:23])[CH:22]=3)(=[O:17])=[O:16])[C:10]2=[O:25])[CH:4]=1)#[N:2].[CH2:26](Br)[C:27]1[CH:32]=[CH:31][CH:30]=[CH:29][CH:28]=1>>[C:1]([C:3]1[S:7][CH:6]=[C:5]([CH2:8][N:9]2[CH2:13][CH2:12][C@H:11]([N:14]([CH2:26][C:27]3[CH:32]=[CH:31][CH:30]=[CH:29][CH:28]=3)[S:15]([C:18]3[S:19][C:20]([Cl:24])=[C:21]([Cl:23])[CH:22]=3)(=[O:17])=[O:16])[C:10]2=[O:25])[CH:4]=1)#[N:2]. Yields the product C(#N)C1=CC(=CS1)CN1C([C@H](CC1)N(S(=O)(=O)C=1SC(=C(C1)Cl)Cl)CC1=CC=CC=C1)=O (4,5-Dichlorothiophene-2-sulfonic acid-[1-(5-cyanothiophen-3-ylmethyl)-2-oxopyrrolidin-3-(S)-yl]benzylamide). Starting materials: C(#N)C1=CC(=CS1)CN1C([C@H](CC1)NS(=O)(=O)C=1SC(=C(C1)Cl)Cl)=O (4,5-dichlorothiophene-2-sulfonic acid [1-(5-cyanothiophen-3-ylmethyl)-2-oxopyrrolidin-3-(S)-yl]amide), C(C1=CC=CC=C1)Br (benzyl bromide). Reactants: BrC1=C(C=CC(=C1)F)S (2-bromo-4-fluoro-thiophenol), C(C)(C)(C)OC(=O)N1CCC(CC1)=O (4-oxo-piperidine-1-carboxylic acid tert-butyl ester), C[Li] (methyl lithium), C(C)(C)(C)[Li] (tert-butyl lithium). Solvent: C(C)(=O)OCC (ethyl acetate), O (Water), O1CCCC1 (tetrahydrofuran). Run at temperature -78 celsius, time 30 minute. Yields the product C(C)(C)(C)OC(=O)N1CCC(CC1)(O)C1=C(C=CC(=C1)F)S (4-(5-Fluoro-2-mercapto-phenyl)-4-hydroxy-piperidine-1-carboxylic acid tert-butyl ester). Reaction SMILES: Br[C:2]1[CH:7]=[C:6]([F:8])[CH:5]=[CH:4][C:3]=1[SH:9].C[Li].C([Li])(C)(C)C.[C:17]([O:21][C:22]([N:24]1[CH2:29][CH2:28][C:27](=[O:30])[CH2:26][CH2:25]1)=[O:23])([CH3:20])([CH3:19])[CH3:18]>O1CCCC1.C(OCC)(=O)C.O>[C:17]([O:21][C:22]([N:24]1[CH2:29][CH2:28][C:27]([C:2]2[CH:7]=[C:6]([F:8])[CH:5]=[CH:4][C:3]=2[SH:9])([OH:30])[CH2:26][CH2:25]1)=[O:23])([CH3:20])([CH3:18])[CH3:19]. Procedure details: To a solution of 2-bromo-4-fluoro-thiophenol (6.0 g, 28.9 mmol) in dry tetrahydrofuran (TBF, 25 mL) at −78° C. was slowly added methyl lithium (1M in cumene/TBF, 28.9 mL, 28.9 mmol). After 30 min at −78° C., tert-butyl lithium (1.7 M in THF, 39.9 mL, 63.8 mmol) was added and the reaction mixture was stirred 30 min at −78° C. A solution of 4-oxo-piperidine-1-carboxylic acid tert-butyl ester (5.77 g, 28.9 mmol) in THE (20 mL) was added and the reaction mixture was allowed to warm to rt and stirred...